From a dataset of the Open Reaction Database (ORD), a public repository of structured organic reaction records. describe an organic reaction: reactants, conditions, products, and yield Starting materials: N1=CC=CC=C1 (pyridine), FC1=CC=C(C=C1)C#C (4-fluorophenylacetylene), C(=O)[C@H]1[C@H](CC(N1C)=O)C1=CC=CC=C1 ((±)-(4R*,5R*)-5-formyl-1-methyl-4-phenylpyrrolidin-2-one). The reagents and catalysts are [Pd] (Pd). Solvent: hexanes. Run at time 8 hour. The product is FC1=CC=C(C=C1)C#C[C@@H](O)[C@H]1[C@H](CC(N1C)=O)C1=CC=CC=C1 ((±)-(4R*,5R*)-5-[(1R*)-3-(4-Fluorophenyl)-1-hydroxyprop-2-ynyl]-1-methyl-4-phenylpyrrolidin-2-one), FC1=CC=C(C=C1)\C=C/[C@@H](O)[C@H]1[C@H](CC(N1C)=O)C1=CC=CC=C1 ((±)-(4R*,5R*)-5-[(2Z)(1R*)-3-(4-fluorophenyl)-1-hydroxyprop-2-enyl]-1-methyl-4-phenylpyrrolidin-2-one). The yield is 100.0%. RXN SMILES: [F:1][C:2]1[CH:7]=[CH:6][C:5]([C:8]#[CH:9])=[CH:4][CH:3]=1.[CH:10]([C@@H:12]1[N:16]([CH3:17])[C:15](=[O:18])[CH2:14][C@@H:13]1[C:19]1[CH:24]=[CH:23][CH:22]=[CH:21][CH:20]=1)=[O:11].N1C=CC=CC=1>[Pd]>[F:1][C:2]1[CH:7]=[CH:6][C:5]([C:8]#[C:9][C@H:10]([C@@H:12]2[N:16]([CH3:17])[C:15](=[O:18])[CH2:14][C@@H:13]2[C:19]2[CH:24]=[CH:23][CH:22]=[CH:21][CH:20]=2)[OH:11])=[CH:4][CH:3]=1.[F:1][C:2]1[CH:7]=[CH:6][C:5](/[CH:8]=[CH:9]\[C@H:10]([C@@H:12]2[N:16]([CH3:17])[C:15](=[O:18])[CH2:14][C@@H:13]2[C:19]2[CH:24]=[CH:23][CH:22]=[CH:21][CH:20]=2)[OH:11])=[CH:4][CH:3]=1. Procedure: (±)-(4R*,5R*)-5-[(1R*)-3-(4-Fluorophenyl)-1-hydroxyprop-2-ynyl]-1-methyl-4-phenylpyrrolidin-2-one was prepared from 4-fluorophenylacetylene and Intermediate Z using a method analogous to that described for Example 8. To a 300 mg (0.93 mmol)slurry of this compound in hexanes (60 mL) was added Pd on CaCO3 (80 Mg), followed by pyridine (0.23 mL, 2.8 mmol). The reaction mixture was stir-red overnight, then filtered through a pad of Celite®. The filtrate was concentrated under reduced pressure to giv... Reactants: O1COC2=C1C=CC(=C2)C(=O)O (benzo[1,3]dioxole-5-carboxylic acid), COC1=CC=C(C=C1)C(CCC)N (1-(4-methoxy-phenyl)-butylamine). Yields the product COC1=CC=C(C=C1)C(CCC)NC(=O)C1=CC2=C(OCO2)C=C1 (Benzo[1,3]-dioxole-5-carboxylic acid [1-(4-methoxy-phenyl)-butyl]-amide). As a reaction SMILES: [O:1]1[C:5]2[CH:6]=[CH:7][C:8]([C:10]([OH:12])=O)=[CH:9][C:4]=2[O:3][CH2:2]1.[CH3:13][O:14][C:15]1[CH:20]=[CH:19][C:18]([CH:21]([NH2:25])[CH2:22][CH2:23][CH3:24])=[CH:17][CH:16]=1>>[CH3:13][O:14][C:15]1[CH:20]=[CH:19][C:18]([CH:21]([NH:25][C:10]([C:8]2[CH:7]=[CH:6][C:5]3[O:1][CH2:2][O:3][C:4]=3[CH:9]=2)=[O:12])[CH2:22][CH2:23][CH3:24])=[CH:17][CH:16]=1. Reported procedure: Prepared in a similar manner to example 4 using benzo[1,3]dioxole-5-carboxylic acid and 1-(4-methoxy-phenyl)-butylamine 1H NMR (500 MHz, CDCl3): δ 0.93-0.95 (t, 3H), 1.30-1.39 (m, 2H), 1.80-1.90 (m, 2H), 3.79 (s, 3H), 5.08-5.09 (dd, 1H), 6.00 (s, 2H), 6.10-6.12 (d, 1H), 6.79-6.80 (d, 1H), 6.87 (s, 1H), 6.88 (s, 1H), 7.25-7.28 (m, 4H). MS (M+H, 328.1).